This data is from the Open Reaction Database (ORD), a public repository of structured organic reaction records. The task is: describe an organic reaction: reactants, conditions, products, and yield Starting materials: CCCC[N+](CCCC)(CCCC)CCCC, C1CCOC1, C[Si](C)(C)CCOCn1c(Oc2ccc(-n3c(=O)[nH]c4cccnc43)cc2)nc2ccccc21, CN(C)CCN(C)C, [F-]. Product: O=c1[nH]c2cccnc2n1-c1ccc(Oc2nc3ccccc3[nH]2)cc1. RXN SMILES: [CH2:36]([N+:37]([CH2:38][CH2:39][CH2:40][CH3:41])([CH2:42][CH2:43][CH2:44][CH3:45])[CH2:46][CH2:47][CH2:48][CH3:49])[CH2:50][CH2:51][CH3:52].[CH2:61]1[O:62][CH2:63][CH2:64][CH2:65]1.[CH3:1][Si:2]([CH3:3])([CH3:4])[CH2:5][CH2:6][O:33][CH2:34][n:7]1[c:8]([O:16][c:17]2[cH:18][cH:19][c:20](-[n:23]3[c:24](=[O:32])[nH:25][c:26]4[c:27]3[n:28][cH:29][cH:30][cH:31]4)[cH:21][cH:22]2)[n:9][c:10]2[c:11]1[cH:12][cH:13][cH:14][cH:15]2.[CH3:53][N:54]([CH3:55])[CH2:56][CH2:57][N:58]([CH3:59])[CH3:60].[F-:35]>>[nH:7]1[c:8]([O:16][c:17]2[cH:18][cH:19][c:20](-[n:23]3[c:24](=[O:32])[nH:25][c:26]4[c:27]3[n:28][cH:29][cH:30][cH:31]4)[cH:21][cH:22]2)[n:9][c:10]2[c:11]1[cH:12][cH:13][cH:14][cH:15]2. Reactants: COC1=CC=C(C=C1)C1=NSC(=N1)S(=O)(=O)N (3-(4-methoxyphenyl)-1,2,4-thiadiazole-5-sulfonamide), C(CCC)(OC)(OC)OC (trimethyl orthobutyrate). Product: COC(CCC)=NS(=O)(=O)C1=NC(=NS1)C1=CC=C(C=C1)OC (N-(1-Methoxybutylidene)-3-(4-methoxyphenyl)-1,2,4-thiadiazole-5-sulfonamide). Isolated yield 93.6%. Reaction SMILES: [CH3:1][O:2][C:3]1[CH:8]=[CH:7][C:6]([C:9]2[N:13]=[C:12]([S:14]([NH2:17])(=[O:16])=[O:15])[S:11][N:10]=2)=[CH:5][CH:4]=1.[C:18](OC)(OC)([O:22][CH3:23])[CH2:19][CH2:20][CH3:21]>>[CH3:23][O:22][C:18](=[N:17][S:14]([C:12]1[S:11][N:10]=[C:9]([C:6]2[CH:7]=[CH:8][C:3]([O:2][CH3:1])=[CH:4][CH:5]=2)[N:13]=1)(=[O:16])=[O:15])[CH2:19][CH2:20][CH3:21]. Procedure details: A mixture of 1.5 g of 3-(4-methoxyphenyl)-1,2,4-thiadiazole-5-sulfonamide and 4.1 g of trimethyl orthobutyrate was warmed at reflux for 0.5 hour. The mixture was cooled and triturated with hexane (3×) to give 1.84 g of solid. Recrystallization from cyclohexane/benzene (6:1) gave 1.63 g of fluffy solid. This was combined with 0.7 g sample from another identical small scale reaction. This combined material (2.33 g) had m.p. 159°-161°. Starting materials: CC(C)(C)OC(=O)Nc1cccc(N(Cc2ccccc2)S(=O)(=O)c2ccccc2)c1, ClCCl, O, O=C(O)C(F)(F)F. The product is Nc1cccc(N(Cc2ccccc2)S(=O)(=O)c2ccccc2)c1. RXN SMILES: [C:1]([O:2][C:3](=[O:4])[NH:7][c:8]1[cH:9][c:10]([N:14]([CH2:15][c:16]2[cH:17][cH:18][cH:19][cH:20][cH:21]2)[S:22](=[O:23])(=[O:24])[c:25]2[cH:26][cH:27][cH:28][cH:29][cH:30]2)[cH:11][cH:12][cH:13]1)([CH3:5])([CH3:6])[CH3:31].[Cl:39][CH2:40][Cl:41].[OH2:42].[OH:32][C:33]([C:34]([F:35])([F:36])[F:37])=[O:38]>>[NH2:7][c:8]1[cH:9][c:10]([N:14]([CH2:15][c:16]2[cH:17][cH:18][cH:19][cH:20][cH:21]2)[S:22](=[O:23])(=[O:24])[c:25]2[cH:26][cH:27][cH:28][cH:29][cH:30]2)[cH:11][cH:12][cH:13]1. Starting materials: ClC=1C=CN2C(C(=CC(=C2C1C)C1CC1)C(=O)OC)=O (methyl 8-chloro-1-cyclopropyl-9-methyl-4-oxo-4H-quinolizine-3-carboxylate), CC1(OB(OC1(C)C)C1=CC2=C(N(C=N2)C(=O)OC(C)(C)C)C=C1)C (tert-butyl 5-(4,4,5,5-tetramethyl-1,3,2-dioxaborolan-2-yl)-1H-benzo[d]imidazole-1-carboxylate), CC1(OB(OC1(C)C)C=1C=CC2=C(N(C=N2)C(=O)OC(C)(C)C)C1)C (tert-butyl 6-(4,4,5,5-tetramethyl-1,3,2-dioxaborolan-2-yl)-1H-benzo[d]imidazole-1-carboxylate). Yields the product N1C=NC2=C1C=CC(=C2)C=2C=CN1C(C(=CC(=C1C2C)C2CC2)C(=O)OC)=O (Methyl 8-(1H-benzo[d]imidazol-5-yl)-1-cyclopropyl-9-methyl-4-oxo-4H-quinolizine-3-carboxylate), BOC-deprotected. Isolated yield 65.0%. Reaction SMILES: Cl[C:2]1[CH:3]=[CH:4][N:5]2[C:10]([C:11]=1[CH3:12])=[C:9]([CH:13]1[CH2:15][CH2:14]1)[CH:8]=[C:7]([C:16]([O:18][CH3:19])=[O:17])[C:6]2=[O:20].CC1(C)C(C)(C)OB([C:29]2[CH:44]=[CH:43][C:32]3[N:33](C(OC(C)(C)C)=O)[CH:34]=[N:35][C:31]=3[CH:30]=2)O1.CC1(C)C(C)(C)OB(C2C=CC3N=CN(C(OC(C)(C)C)=O)C=3C=2)O1>>[NH:33]1[C:32]2[CH:43]=[CH:44][C:29]([C:2]3[CH:3]=[CH:4][N:5]4[C:10]([C:11]=3[CH3:12])=[C:9]([CH:13]3[CH2:15][CH2:14]3)[CH:8]=[C:7]([C:16]([O:18][CH3:19])=[O:17])[C:6]4=[O:20])=[CH:30][C:31]=2[N:35]=[CH:34]1. Procedure: Methyl 8-(1H-benzo[d]imidazol-5-yl)-1-cyclopropyl-9-methyl-4-oxo-4H-quinolizine-3-carboxylate was prepared according to General Procedure A′ from methyl 8-chloro-1-cyclopropyl-9-methyl-4-oxo-4H-quinolizine-3-carboxylate (75 mg, 0.26 mmol) and a mixture of tert-butyl 5-(4,4,5,5-tetramethyl-1,3,2-dioxaborolan-2-yl)-1H-benzo[d]imidazole-1-carboxylate and tert-butyl 6-(4,4,5,5-tetramethyl-1,3,2-dioxaborolan-2-yl)-1H-benzo[d]imidazole-1-carboxylate (141.5 mg, 0.41 mmol). Purification by flash silica ...